This data is from the Open Reaction Database (ORD), a public repository of structured organic reaction records. The task is: describe an organic reaction: reactants, conditions, products, and yield Starting materials: CC=1C=C(SC1)B(O)O ((4-methyl-2-thienyl)boronic acid), CC(C)([O-])C.[K+] (potassium tert-butoxide), BrC1=CC(=C(C=C1)S(=O)(=O)NC1=C(C=CC(=C1)N1C[C@H](N[C@H](C1)C)C)OC)Cl (4-bromo-2-chloro-N-[5-(cis-3,5-dimethyl-1-piperazinyl)-2-(methyloxy)phenyl]benzenesulfonamide), CC=1C=C(SC1)B(O)O ((4-methyl-2-thienyl)boronic acid). Reagents/catalysts: C=1C=CC(=CC1)[P](C=2C=CC=CC2)(C=3C=CC=CC3)[Pd]([P](C=4C=CC=CC4)(C=5C=CC=CC5)C=6C=CC=CC6)([P](C=7C=CC=CC7)(C=8C=CC=CC8)C=9C=CC=CC9)[P](C=1C=CC=CC1)(C=1C=CC=CC1)C=1C=CC=CC1 (tetrakis(triphenylphosphine)palladium(0)), C=1C=CC(=CC1)[P](C=2C=CC=CC2)(C=3C=CC=CC3)[Pd]([P](C=4C=CC=CC4)(C=5C=CC=CC5)C=6C=CC=CC6)([P](C=7C=CC=CC7)(C=8C=CC=CC8)C=9C=CC=CC9)[P](C=1C=CC=CC1)(C=1C=CC=CC1)C=1C=CC=CC1 (tetrakis(triphenylphosphine)palladium(0)). The solvent is O (water), COCCOC (DME). Conditions: temperature 100 celsius, time 30 minute. Yields the product ClC1=C(C=CC(=C1)C=1SC=C(C1)C)S(=O)(=O)NC1=C(C=CC(=C1)N1C[C@H](N[C@H](C1)C)C)OC (2-Chloro-N-[5-(cis-3,5-dimethyl-1-piperazinyl)-2-(methyloxy)phenyl]-4-(4-methyl-2-thienyl)benzenesulfonamide). Reaction SMILES: Br[C:2]1[CH:7]=[CH:6][C:5]([S:8]([NH:11][C:12]2[CH:17]=[C:16]([N:18]3[CH2:23][C@H:22]([CH3:24])[NH:21][C@H:20]([CH3:25])[CH2:19]3)[CH:15]=[CH:14][C:13]=2[O:26][CH3:27])(=[O:10])=[O:9])=[C:4]([Cl:28])[CH:3]=1.[CH3:29][C:30]1[CH:31]=[C:32](B(O)O)[S:33][CH:34]=1.CC(C)([O-])C.[K+]>COCCOC.O.C1C=CC([P]([Pd]([P](C2C=CC=CC=2)(C2C=CC=CC=2)C2C=CC=CC=2)([P](C2C=CC=CC=2)(C2C=CC=CC=2)C2C=CC=CC=2)[P](C2C=CC=CC=2)(C2C=CC=CC=2)C2C=CC=CC=2)(C2C=CC=CC=2)C2C=CC=CC=2)=CC=1>[Cl:28][C:4]1[CH:3]=[C:2]([C:32]2[S:33][CH:34]=[C:30]([CH3:29])[CH:31]=2)[CH:7]=[CH:6][C:5]=1[S:8]([NH:11][C:12]1[CH:17]=[C:16]([N:18]2[CH2:23][C@H:22]([CH3:24])[NH:21][C@H:20]([CH3:25])[CH2:19]2)[CH:15]=[CH:14][C:13]=1[O:26][CH3:27])(=[O:10])=[O:9] |f:2.3,^1:54,56,75,94|. Reported procedure: To a mixture of 4-bromo-2-chloro-N-[5-(cis-3,5-dimethyl-1-piperazinyl)-2-(methyloxy)phenyl]benzenesulfonamide (E104) (70 mg, 0.14 mmol) and (4-methyl-2-thienyl)boronic acid (40 mg, 0.28 mmol) in DME (3 ml) was added potassium tert-butoxide (142 mg, 1.26 mmol) and tetrakis(triphenylphosphine)palladium(0) (12 mg, 0.01 mmol) in water (1 ml) and the resulting mixture stirred in a microwave (set at high absorbance) at 100° C. for 30 minutes. Additional (4-methyl-2-thienyl)boronic acid (20 mg, 0.14 mm... Starting materials: suspension, [NH2-].[Na+] (sodium amide), COC1=CC=2NC3=CC=CC=C3SC2C=C1 (2-methoxyphenothiazine), solution, ClCC1CN2CCC1CC2 (3-chloromethyl-quinuclidine). Run in C=1(C(=CC=CC1)C)C (xylene), C=1(C(=CC=CC1)C)C (xylene), C=1(C(=CC=CC1)C)C (xylene). The product is COC1=CC=2N(C3=CC=CC=C3SC2C=C1)CC1CN2CCC1CC2 (2-Methoxy-10-(3-quinuclidinyl-methyl)-phenothiazine). RXN SMILES: [NH2-].[Na+].[CH3:3][O:4][C:5]1[CH:18]=[CH:17][C:16]2[S:15][C:14]3[C:9](=[CH:10][CH:11]=[CH:12][CH:13]=3)[NH:8][C:7]=2[CH:6]=1.Cl[CH2:20][CH:21]1[CH:26]2[CH2:27][CH2:28][N:23]([CH2:24][CH2:25]2)[CH2:22]1>C1(C)C(C)=CC=CC=1>[CH3:3][O:4][C:5]1[CH:18]=[CH:17][C:16]2[S:15][C:14]3[C:9](=[CH:10][CH:11]=[CH:12][CH:13]=3)[N:8]([CH2:20][CH:21]3[CH:26]4[CH2:27][CH2:28][N:23]([CH2:24][CH2:25]4)[CH2:22]3)[C:7]=2[CH:6]=1 |f:0.1|. Procedure details: 19.8 ml of a 50% suspension of sodium amide in xylene were added to a suspension of 68.3 g of 2-methoxyphenothiazine in 700 ml of anhydrous xylene. The mixture was agitated and heated to reflux. After 41/2 hours, 272 ml of an 8.5% solution of 3-chloromethyl-quinuclidine in xylene were added over a period of an hour and reflux was maintained for 16 hours. After cooling to room temperature, the reaction mixture was worked up as in Example 2. After recrystallisation of the crude product in a mixtur... Starting materials: O (water), BrCC1=C(C(=CC=C1)C)C (1-(bromomethyl)-2,3-dimethylbenzene), C([O-])([O-])=O.[K+].[K+] (potassium carbonate), BrC1=CC(=CC=2NC(=NC21)C)N2CCOCC2 (4-(4-bromo-2-methyl-1H-benzo[d]imidazol-6-yl)morpholine). Solvent: CN(C=O)C (N,N-Dimethylformamide). Reaction conditions: temperature 80 celsius, time 3 hour. Product: BrC1=CC(=CC=2N(C(=NC21)C)CC2=C(C(=CC=C2)C)C)N2CCOCC2 (4-(4-bromo-1-(2,3-dimethylbenzyl)-2-methyl-1H-benzo[d]imidazol-6-yl)morpholine). The yield is 71.5%. RXN SMILES: [Br:1][C:2]1[C:10]2[N:9]=[C:8]([CH3:11])[NH:7][C:6]=2[CH:5]=[C:4]([N:12]2[CH2:17][CH2:16][O:15][CH2:14][CH2:13]2)[CH:3]=1.Br[CH2:19][C:20]1[CH:25]=[CH:24][CH:23]=[C:22]([CH3:26])[C:21]=1[CH3:27].C(=O)([O-])[O-].[K+].[K+].O>CN(C)C=O>[Br:1][C:2]1[C:10]2[N:9]=[C:8]([CH3:11])[N:7]([CH2:19][C:20]3[CH:25]=[CH:24][CH:23]=[C:22]([CH3:26])[C:21]=3[CH3:27])[C:6]=2[CH:5]=[C:4]([N:12]2[CH2:17][CH2:16][O:15][CH2:14][CH2:13]2)[CH:3]=1 |f:2.3.4|. Procedure details: To the mixture of 4-(4-bromo-2-methyl-1H-benzo[d]imidazol-6-yl)morpholine (0.4 g, 1.351 mmol) in N,N-Dimethylformamide (DMF) (10 mL) was added 1-(bromomethyl)-2,3-dimethylbenzene (0.323 g, 1.621 mmol) and potassium carbonate (0.560 g, 4.05 mmol). The resulting reaction mixture was stirred at 80° C. for 3 h. It was cooled to room temperature and poured into water (100 mL). The aqueous mixture was extracted with DCM (100 mL×2). The combined organic phases were washed with Brine (100 mL) and concen... Starting materials: CN(N=C(C1=C(C=CC=C1)Cl)Cl)S(=O)(=O)C1=CC=CC=C1 (N-methyl-N-(benzenesulfonyl)-2-chlorobenzohydrazonoyl chloride), FC1=C(C#N)C=C(C=C1)CCCCCCCCCCC (2-fluoro-5-undecylbenzonitrile), [Cl-].[Al+3].[Cl-].[Cl-] (aluminum chloride), ClC1=C(C=CC=C1)Cl (o-dichlorobenzene). Solvent: C(Cl)(Cl)Cl (chloroform). Reaction conditions: temperature 140 celsius, time 30 minute. Product: ClC1=C(C=CC=C1)C1=NN(C(=N1)C1=C(C=CC(=C1)CCCCCCCCCCC)F)C (3-(2-chlorophenyl)-5-(2-fluoro-5-undecylphenyl) 1-methyl-1H-1,2,4-triazole). The yield is 52.0%. Reaction SMILES: [CH3:1][N:2](S(C1C=CC=CC=1)(=O)=O)[N:3]=[C:4](Cl)[C:5]1[CH:10]=[CH:9][CH:8]=[CH:7][C:6]=1[Cl:11].[F:22][C:23]1[CH:30]=[CH:29][C:28]([CH2:31][CH2:32][CH2:33][CH2:34][CH2:35][CH2:36][CH2:37][CH2:38][CH2:39][CH2:40][CH3:41])=[CH:27][C:24]=1[C:25]#[N:26].[Cl-].[Al+3].[Cl-].[Cl-].ClC1C=CC=CC=1Cl>C(Cl)(Cl)Cl>[Cl:11][C:6]1[CH:7]=[CH:8][CH:9]=[CH:10][C:5]=1[C:4]1[N:26]=[C:25]([C:24]2[CH:27]=[C:28]([CH2:31][CH2:32][CH2:33][CH2:34][CH2:35][CH2:36][CH2:37][CH2:38][CH2:39][CH2:40][CH3:41])[CH:29]=[CH:30][C:23]=2[F:22])[N:2]([CH3:1])[N:3]=1 |f:2.3.4.5|. Procedure details: A mixture of N-methyl-N-(benzenesulfonyl)-2-chlorobenzohydrazonoyl chloride (1.27 g), 2-fluoro-5-undecylbenzonitrile (1.09 g), anhydrous aluminum chloride (0.55 g) and o-dichlorobenzene (5 ml) is stirred at an oil bath temperature of 140° C. for 30 minutes. After cooling, the reaction mixture is dissolved in chloroform (200 ml), washed with dilute hydrochloric acid, dilute aqueous solution of sodium hydroxide and saline in this order, dried over anhydrous magnesium sulfate and concentrated under... Starting materials: Br, Br, Cc1ccc(S(=O)(=O)O)cc1, CN(C)C=O, Oc1ncnc2nc(CC3CCNCC3)n(Cc3ccc(F)cc3)c12, [Na+], [Na+], O=C([O-])[O-], OCC1COc2ccccc2O1. Product: Oc1ncnc2nc(CC3CCN(CC4COc5ccccc5O4)CC3)n(Cc3ccc(F)cc3)c12. RXN SMILES: [BrH:24].[BrH:25].[CH3:1][c:2]1[cH:3][cH:4][c:5]([S:6]([OH:7])(=[O:8])=[O:9])[cH:10][cH:11]1.[CH3:57][N:58]([CH3:59])[CH:60]=[O:61].[F:26][c:27]1[cH:28][cH:29][c:30]([CH2:33][n:34]2[c:35]([CH2:44][CH:45]3[CH2:46][CH2:47][NH:48][CH2:49][CH2:50]3)[n:36][c:37]3[n:38][cH:39][n:40][c:41]([OH:43])[c:42]23)[cH:31][cH:32]1.[Na+:51].[Na+:52].[O-:53][C:54](=[O:55])[O-:56].[O:12]1[CH:13]([CH2:22][OH:23])[CH2:14][O:15][c:16]2[c:17]1[cH:18][cH:19][cH:20][cH:21]2>>[O:12]1[CH:13]([CH2:22][N:48]2[CH2:47][CH2:46][CH:45]([CH2:44][c:35]3[n:34]([CH2:33][c:30]4[cH:29][cH:28][c:27]([F:26])[cH:32][cH:31]4)[c:42]4[c:37]([n:36]3)[n:38][cH:39][n:40][c:41]4[OH:43])[CH2:50][CH2:49]2)[CH2:14][O:15][c:16]2[c:17]1[cH:18][cH:19][cH:20][cH:21]2. The reactants are O=C1N2CCSCCSCCN(C(CN(CCN(C1)S(=O)(=O)C1=CC=C(C)C=C1)S(=O)(=O)C1=CC=C(C)C=C1)=O)CCSCCSCC2 (2,9-dioxo-4,7-ditosyl-13,16,21,24-tetrathia-1,4,7,10-tetraazabicyclo[8,8,8]hexacosane), B#B (diborane), S1CCNCCSCCSCCNCCSCC1 (1,7,10,16-tetrathia- 4,13-diazacyclooctadecane), N,N'-ditosylethylenediamine-N,N'-diacetyl dichloride, B (boron hydride). Product: hydrochloride salt, [OH-].C[N+](C)(C)C (tetramethylammonium hydroxide), S(=O)(=O)(C1=CC=C(C)C=C1)N1CCN2CCSCCSCCN(CCN(CC1)S(=O)(=O)C1=CC=C(C)C=C1)CCSCCSCC2 (4,7-ditosyl-13,16,21,24-tetrathia-1,4,7,10-tetraazabicyclo-[8,8,8]hexacosane). As a reaction SMILES: S1CCSCCNCCSCCSCCNC[CH2:2]1.[O:19]=[C:20]1[CH2:37][N:36]([S:38]([C:41]2[CH:47]=[CH:46][C:44]([CH3:45])=[CH:43][CH:42]=2)(=[O:40])=[O:39])[CH2:35][CH2:34][N:33]([S:48]([C:51]2[CH:57]=[CH:56][C:54]([CH3:55])=[CH:53][CH:52]=2)(=[O:50])=[O:49])[CH2:32][C:31](=O)[N:30]2[CH2:59][CH2:60][S:61][CH2:62][CH2:63][S:64][CH2:65][CH2:66][N:21]1[CH2:22][CH2:23][S:24][CH2:25][CH2:26][S:27][CH2:28][CH2:29]2.B.B#B>>[OH-:19].[CH3:29][N+:30]([CH3:59])([CH3:2])[CH3:31].[S:38]([N:36]1[CH2:35][CH2:34][N:33]([S:48]([C:51]2[CH:52]=[CH:53][C:54]([CH3:55])=[CH:56][CH:57]=2)(=[O:49])=[O:50])[CH2:32][CH2:31][N:30]2[CH2:29][CH2:28][S:27][CH2:26][CH2:25][S:24][CH2:23][CH2:22][N:21]([CH2:66][CH2:65][S:64][CH2:63][CH2:62][S:61][CH2:60][CH2:59]2)[CH2:20][CH2:37]1)([C:41]1[CH:47]=[CH:46][C:44]([CH3:45])=[CH:43][CH:42]=1)(=[O:39])=[O:40] |f:4.5|. Procedure: Treat the cyclic diamine prepared in Example 33 with N,N'-ditosylethylenediamine-N,N'-diacetyl dichloride prepared in Example 66A in the manner of Example 3 followed by treatment of the thereby formed 2,9-dioxo-4,7-ditosyl-13,16,21,24-tetrathia-1,4,7,10-tetraazabicyclo[8,8,8]hexacosane with boron hydride in the manner of Example 6 followed by hydrolysis of the diborane derivative thereby formed and thence treatment of the resulting hydrochloride salt with tetramethylammonium hydroxide to obtain ... Starting materials: CN(C)C(c1ccc(Br)cc1)C1CCCCC1=O, [Mg+]Cc1ccccc1, [Cl-], [Cl-], Cl, N, [NH4+], C1CCOC1, O. Product: CN(C)C(c1ccc(Br)cc1)C1CCCCC1(O)Cc1ccccc1. As a reaction SMILES: [Br:2][c:3]1[cH:4][cH:5][c:6]([CH:9]([CH:10]2[C:11](=[O:16])[CH2:12][CH2:13][CH2:14][CH2:15]2)[N:17]([CH3:18])[CH3:19])[cH:7][cH:8]1.[CH2:22]([c:23]1[cH:24][cH:25][cH:26][cH:27][cH:28]1)[Mg+:29].[Cl-:21].[Cl-:30].[ClH:1].[NH3:20].[NH4+:31].[O:32]1[CH2:33][CH2:34][CH2:35][CH2:36]1.[OH2:37]>>[Br:2][c:3]1[cH:4][cH:5][c:6]([CH:9]([CH:10]2[C:11]([OH:16])([CH2:22][c:23]3[cH:24][cH:25][cH:26][cH:27][cH:28]3)[CH2:12][CH2:13][CH2:14][CH2:15]2)[N:17]([CH3:18])[CH3:19])[cH:7][cH:8]1. The reactants are ClC(F)F (chlorodifluoromethane), COC(C1=C(C=C(C(=C1)N1N=C(NC1=O)C)F)Cl)=O (2-Chloro-4-fluoro-5-[4,5-dihydro-3-methyl-5-oxo-1H-1,2,4-triazol-1-yl]-benzoic Acid Methyl Ester), C([O-])([O-])=O.[K+].[K+] (potassium carbonate). Reagents/catalysts: [Br-].C(CCC)[N+](CCCC)(CCCC)CCCC (tetrabutylammonium bromide). Run in CN(C=O)C (dimethylformamide). Product: COC(C1=C(C=C(C(=C1)N1N=C(N(C1=O)C(F)F)C)F)Cl)=O (2-Chloro-4-fluoro-5-[4-(difluoromethyl)-4,5-dihydro-3-methyl-5-oxo-1H-1,2,4-triazol-1-yl]-benzoic Acid Methylester). Yield: 109.0%. Reaction SMILES: Cl[CH:2]([F:4])[F:3].[CH3:5][O:6][C:7](=[O:23])[C:8]1[CH:13]=[C:12]([N:14]2[C:18](=[O:19])[NH:17][C:16]([CH3:20])=[N:15]2)[C:11]([F:21])=[CH:10][C:9]=1[Cl:22].C(=O)([O-])[O-].[K+].[K+]>[Br-].C([N+](CCCC)(CCCC)CCCC)CCC.CN(C)C=O>[CH3:5][O:6][C:7](=[O:23])[C:8]1[CH:13]=[C:12]([N:14]2[C:18](=[O:19])[N:17]([CH:2]([F:4])[F:3])[C:16]([CH3:20])=[N:15]2)[C:11]([F:21])=[CH:10][C:9]=1[Cl:22] |f:2.3.4,5.6|. Procedure details: An excess of chlorodifluoromethane (97 g) was bubbled into a mixture of triazolinone from step 2 (7.04 g, 24.6 mmol), tetrabutylammonium bromide (9.67 g, 30.0 mmol), potassium carbonate (16.6 g, 122 mmol) and dimethylformamide (200 ml) in such a way that T<36° C. over a period of 30 minutes. The mixture was cooled and filtered. The filtrate was concentrated under reduced presssure and the residue partitioned between water and methylene chloride. The organic layer was washed with water, dried and... Starting materials: CCCSc1c(C(=O)NC2CCCCC2)cnn1Cc1ccc(C(=O)OC)cc1, CO, [Li+], [OH-]. Yields the product CCCSc1c(C(=O)NC2CCCCC2)cnn1Cc1ccc(C(=O)O)cc1. Reaction SMILES: [CH3:1][O:2][C:3]([c:4]1[cH:5][cH:6][c:7]([CH2:10][n:11]2[n:12][cH:13][c:14]([C:20]([NH:21][CH:22]3[CH2:23][CH2:24][CH2:25][CH2:26][CH2:27]3)=[O:28])[c:15]2[S:16][CH2:17][CH2:18][CH3:19])[cH:8][cH:9]1)=[O:29].[CH3:32][OH:33].[Li+:31].[OH-:30]>>[O:2]=[C:3]([c:4]1[cH:5][cH:6][c:7]([CH2:10][n:11]2[n:12][cH:13][c:14]([C:20]([NH:21][CH:22]3[CH2:23][CH2:24][CH2:25][CH2:26][CH2:27]3)=[O:28])[c:15]2[S:16][CH2:17][CH2:18][CH3:19])[cH:8][cH:9]1)[OH:29].